This data is from the Open Reaction Database (ORD), a public repository of structured organic reaction records. The task is: describe an organic reaction: reactants, conditions, products, and yield The reactants are CN1N=CC=C1B1OC(C(O1)(C)C)(C)C (1-methyl-5-(4,4,5,5-tetramethyl-1,3,2-dioxaborolan-2-yl)-1H-pyrazole), C([O-])([O-])=O.[K+].[K+] (potassium carbonate), BrC=1C=C(SC1Cl)C(=O)OC (methyl 4-bromo-5-chloro-2-thiophenecarboxylate). The reagents and catalysts are CC(C)([P](C(C)(C)C)([Pd][P](C(C)(C)C)(C(C)(C)C)C(C)(C)C)C(C)(C)C)C (bis(tri-t-butylphosphine)palladium(0)). Run in O1CCOCC1 (1,4-dioxane), O (H2O), C(Cl)Cl (DCM). Conditions: temperature 75 celsius, time 90 minute. Product: ClC1=C(C=C(S1)C(=O)OC)C1=CC=NN1C (methyl 5-chloro-4-(1-methyl-1H-pyrazol-5-yl)-2-thiophenecarboxylate). RXN SMILES: [CH3:1][N:2]1[C:6](B2OC(C)(C)C(C)(C)O2)=[CH:5][CH:4]=[N:3]1.C(=O)([O-])[O-].[K+].[K+].Br[C:23]1[CH:24]=[C:25]([C:29]([O:31][CH3:32])=[O:30])[S:26][C:27]=1[Cl:28]>O1CCOCC1.O.C(Cl)Cl.CC(C)([P](C(C)(C)C)([Pd][P](C(C)(C)C)(C(C)(C)C)C(C)(C)C)C(C)(C)C)C>[Cl:28][C:27]1[S:26][C:25]([C:29]([O:31][CH3:32])=[O:30])=[CH:24][C:23]=1[C:6]1[N:2]([CH3:1])[N:3]=[CH:4][CH:5]=1 |f:1.2.3,^1:45,51|. Reported procedure: To a 300 mL sealed flask was added 1-methyl-5-(4,4,5,5-tetramethyl-1,3,2-dioxaborolan-2-yl)-1H-pyrazole (8.14 g, 39.1 mmol), potassium carbonate (12.98 g, 94 mmol), methyl 4-bromo-5-chloro-2-thiophenecarboxylate (8 g, 31.3 mmol) and bis(tri-t-butylphosphine)palladium(0) (0.40 g, 0.78 mmol) in 1,4-dioxane (50 ml) and H2O (6 ml). After stirring for 90 min at 75° C., the reaction solution was diluted with DCM (100 mL) and washed with H2O. The organic layer was dried Na2SO4, filtered and concentrate...